The task is: describe an organic reaction: reactants, conditions, products, and yield. This data is from the Open Reaction Database (ORD), a public repository of structured organic reaction records. Reactants: PTFE, C1CCOC1 (THF), BrC1=C(C(=C(C=C1)F)I)Br (1,2-dibromo-4-fluoro-3-iodobenzene), C(#C)[Si](C)(C)C (Ethynyltrimethylsilane). The reagents and catalysts are Cl[Pd]([P](C1=CC=CC=C1)(C2=CC=CC=C2)C3=CC=CC=C3)([P](C4=CC=CC=C4)(C5=CC=CC=C5)C6=CC=CC=C6)Cl (Pd(PPh3)2Cl2), [Cu]I (CuI). Solvent: CCOC(=O)C (EtOAc). Reaction conditions: temperature 40 celsius, time 40 hour. Yields the product BrC1=C(C(=CC=C1Br)F)C#C[Si](C)(C)C (((2,3-dibromo-6-fluorophenyl)ethynyl)trimethylsilane). Isolated yield 79.4%. RXN SMILES: [Br:1][C:2]1[CH:7]=[CH:6][C:5]([F:8])=[C:4](I)[C:3]=1[Br:10].C1COCC1.[C:16]([Si:18]([CH3:21])([CH3:20])[CH3:19])#[CH:17]>CCOC(C)=O.Cl[Pd](Cl)([P](C1C=CC=CC=1)(C1C=CC=CC=1)C1C=CC=CC=1)[P](C1C=CC=CC=1)(C1C=CC=CC=1)C1C=CC=CC=1.[Cu]I>[Br:10][C:3]1[C:2]([Br:1])=[CH:7][CH:6]=[C:5]([F:8])[C:4]=1[C:17]#[C:16][Si:18]([CH3:21])([CH3:20])[CH3:19] |^1:30,49|. Procedure details: A thick-walled glass vessel was charged with 1,2-dibromo-4-fluoro-3-iodobenzene (8.31 g, 21.88 mmol), Pd(PPh3)2Cl2 (0.768 g, 1.094 mmol), and CuI (0.292 g, 1.532 mmol) and sealed with a rubber septum. Anhyd THF (30 mL) and DIPA (30.8 mL, 219 mmol) were added via syringe and the mixture was degassed 10 min by sparging with N2 while immersed in an ultrasonic bath. Ethynyltrimethylsilane (3.40 mL, 24.07 mmol) was added via syringe and the septum was replaced with a PTFE bushing. The mixture was sti... The reactants are COC=1C=C(C=CC1OC)CC(C)NCC ([2-(3,4-dimethoxy-phenyl)-1-methyl-ethyl]-ethyl Amine), Br (HBr). Product: Br.C(C)NC(CC=1C=C(C(=CC1)O)O)C (4-(2-ethylamino-propyl)-benzene-1,2-diol Compound With Hydrobromic Acid). As a reaction SMILES: C[O:2][C:3]1[CH:4]=[C:5]([CH2:11][CH:12]([NH:14][CH2:15][CH3:16])[CH3:13])[CH:6]=[CH:7][C:8]=1[O:9]C.[BrH:17]>>[BrH:17].[CH2:15]([NH:14][CH:12]([CH3:13])[CH2:11][C:5]1[CH:4]=[C:3]([OH:2])[C:8]([OH:9])=[CH:7][CH:6]=1)[CH3:16] |f:2.3|. Procedure: A solution of 1.1 g (4.92 mmol) of 2A in 10 mL of 48% HBr was heated to reflux under argon atmosphere for 3.5 hours and then concentrated to dryness under reduced pressure. To this was added 50 mL of dichloromethane and concentrated to dryness under reduced pressure to give crude 2B as a dark brown powder (M+Na, 318). The reactants are NC1=C(N(C2=CC(=CC=C12)Cl)C(=O)OCC)C(C1=CC(=CC=C1)[N+](=O)[O-])=O (3-Amino-6-chloro-1-ethoxycarbonyl-2-(3-nitrobenzoyl)indole), C(C)(=O)Cl (acetyl chloride). Procedure details: The title compound was prepared according to the procedure described in step 1 of Example 2 (Method A) from 3-amino-6-chloro-1-ethoxycarbonyl-2-(3-nitrobenzoyl)indole (step 1) and acetyl chloride. 1H-NMR (CDCl3) δ: 9.18 (1H, br s), 8.65-8.69 (1H, m), 8.38-8.42 (1H, m), 8.02-8.10 (1H, m), 7.98 (1H, s), 7.61-7.71 (2H, m), 7.18-7.25 (1H, m), 4.15 (2H, q, J=7.0 Hz), 2.24 (3H, s), 1.17 (3H, t, J=7.0 Hz) RXN SMILES: [NH2:1][C:2]1[C:10]2[C:5](=[CH:6][C:7]([Cl:11])=[CH:8][CH:9]=2)[N:4]([C:12]([O:14][CH2:15][CH3:16])=[O:13])[C:3]=1[C:17](=[O:27])[C:18]1[CH:23]=[CH:22][CH:21]=[C:20]([N+:24]([O-:26])=[O:25])[CH:19]=1.[C:28](Cl)(=[O:30])[CH3:29]>>[C:28]([NH:1][C:2]1[C:10]2[C:5](=[CH:6][C:7]([Cl:11])=[CH:8][CH:9]=2)[N:4]([C:12]([O:14][CH2:15][CH3:16])=[O:13])[C:3]=1[C:17](=[O:27])[C:18]1[CH:23]=[CH:22][CH:21]=[C:20]([N+:24]([O-:26])=[O:25])[CH:19]=1)(=[O:30])[CH3:29]. The product is C(C)(=O)NC1=C(N(C2=CC(=CC=C12)Cl)C(=O)OCC)C(C1=CC(=CC=C1)[N+](=O)[O-])=O (3-Acetylamino-6-chloro-1-(ethoxycarbonyl)-2-(3-nitrobenzoyl)indole). Starting materials: Br (HBr), C(C1=CC=CC=C1)OC(NC(C)(C)C(NC=1SC(=C(N1)C1=CC=C(C=C1)F)OC1=CC=C(C=C1)F)=O)=O ({1-[5-(4-Fluoro-phenoxy)-4-(4-fluoro-phenyl)-thiazol-2-ylcarbamoyl]-1-methyl-ethyl}-carbamic acid benzyl ester). The solvent is C(C)(=O)O (acetic acid). Conditions: time 18 hour. The product is NC(C(=O)NC=1SC(=C(N1)C1=CC=C(C=C1)F)OC1=CC=C(C=C1)F)(C)C (2-Amino-N-[5-(4-fluoro-phenoxy)-4-(4-fluoro-phenyl)-thiazol-2-yl]-2-methyl-propionamide). As a reaction SMILES: Br.C(OC(=O)[NH:11][C:12]([C:15](=[O:37])[NH:16][C:17]1[S:18][C:19]([O:29][C:30]2[CH:35]=[CH:34][C:33]([F:36])=[CH:32][CH:31]=2)=[C:20]([C:22]2[CH:27]=[CH:26][C:25]([F:28])=[CH:24][CH:23]=2)[N:21]=1)([CH3:14])[CH3:13])C1C=CC=CC=1>C(O)(=O)C>[NH2:11][C:12]([CH3:14])([CH3:13])[C:15]([NH:16][C:17]1[S:18][C:19]([O:29][C:30]2[CH:31]=[CH:32][C:33]([F:36])=[CH:34][CH:35]=2)=[C:20]([C:22]2[CH:23]=[CH:24][C:25]([F:28])=[CH:26][CH:27]=2)[N:21]=1)=[O:37]. Procedure: 33% HBr (100 mL) was added to a solution of {1-[5-(4-Fluoro-phenoxy)-4-(4-fluoro-phenyl)-thiazol-2-ylcarbamoyl]-1-methyl-ethyl}-carbamic acid benzyl ester (12 g, 23 mmol) in acetic acid (50 mL). The mixture was stirred at room temperature for 18 h. Most of acetic acid was removed by evaporation under vacuum. The mixture was basified with 1M NaOH, and the product was extracted with dichloromethane. The dichloromethane extract was washed with brine, dried over Na2SO4 and concentrated. The residue ...